From a dataset of the Open Reaction Database (ORD), a public repository of structured organic reaction records. describe an organic reaction: reactants, conditions, products, and yield Reactants: [BH3-]C#N, C=O, CO, Brc1ccc(OCc2ccccc2)c(C(CCNC2CCC2)c2ccccc2)c1, [Na+]. Product: CN(CCC(c1ccccc1)c1cc(Br)ccc1OCc1ccccc1)C1CCC1. RXN SMILES: [C:3]([BH3-:4])#[N:5].[CH2:1]=[O:2].[CH3:36][OH:37].[CH:7]1([NH:11][CH2:12][CH2:13][CH:14]([c:15]2[cH:16][cH:17][cH:18][cH:19][cH:20]2)[c:21]2[c:22]([O:28][CH2:29][c:30]3[cH:31][cH:32][cH:33][cH:34][cH:35]3)[cH:23][cH:24][c:25]([Br:27])[cH:26]2)[CH2:8][CH2:9][CH2:10]1.[Na+:6]>>[CH3:3][N:11]([CH:7]1[CH2:8][CH2:9][CH2:10]1)[CH2:12][CH2:13][CH:14]([c:15]1[cH:16][cH:17][cH:18][cH:19][cH:20]1)[c:21]1[c:22]([O:28][CH2:29][c:30]2[cH:31][cH:32][cH:33][cH:34][cH:35]2)[cH:23][cH:24][c:25]([Br:27])[cH:26]1.